This data is from the Open Reaction Database (ORD), a public repository of structured organic reaction records. The task is: describe an organic reaction: reactants, conditions, products, and yield Reactants: CC(C(=NO)Cl)(C)Cl (2-methyl-1,2-dichloro-1-oximino-propane), C([O-])([O-])=O.[Ca+2] (calcium carbonate). Solvent: CO (methanol). The product is CC(C(=NO)Cl)(OC)C (2,2-dimethyl-2-methoxy-1-chloro-1-oximino-ethane). Isolated yield 79.0%. Reaction SMILES: [CH3:1][C:2](Cl)([CH3:7])[C:3]([Cl:6])=[N:4][OH:5].[C:9](=O)([O-])[O-:10].[Ca+2]>CO>[CH3:1][C:2]([CH3:7])([O:10][CH3:9])[C:3]([Cl:6])=[N:4][OH:5] |f:1.2|. Procedure details: A mixture of 50 g (0.32 mol) of 2-methyl-1,2-dichloro-1-oximino-propane, 50 g (0.5 mol) of finely powdered calcium carbonate and 500 ml of absolute methanol is heated at the boiling point for 30 minutes, while cooling under reflux. The mixture is filtered, the filtrate is concentrated and the residue is extracted several times with ether. The ether phase is dried over sodium sulphate and filtered and the filtrate is concentrated. 38.4 g of 2,2-dimethyl-2-methoxy-1-chloro-1-oximino-ethane are obt... Run at time 18 hour. Reactants: O1COC2=C1C=CC(=C2)C(=O)O (benzo[1,3]dioxole-5-carboxylic acid), C(CCCCCCC)C=1C=NC(=NC1)C1=CC=C(C=C1)O (4-(5-octylpyrimidin-2-yl)phenol), C1CCC(CC1)N=C=NC2CCCCC2 (DCC). Reported procedure: 5 mmol of benzo[1,3]dioxole-5-carboxylic acid and 4.8 mmol of 4-(5-octylpyrimidin-2-yl)phenol are dissolved in 50 ml of CH2Cl2, and 5 mmol of DCC and 0.05 mmol of DMAP are added. The mixture is stirred for 18 hours with exclusion of light, the solvent is stripped off vacuo, and the product is purified by column chromatography on silica gel, giving 4-(5-octylpyrimidin-2-yl)phenyl benzo[1,3]dioxole-5-carboxylate. The solvent is C(Cl)Cl (CH2Cl2). As a reaction SMILES: [O:1]1[C:5]2[CH:6]=[CH:7][C:8]([C:10]([OH:12])=[O:11])=[CH:9][C:4]=2[O:3][CH2:2]1.[CH2:13]([C:21]1[CH:22]=[N:23][C:24]([C:27]2[CH:32]=[CH:31][C:30](O)=[CH:29][CH:28]=2)=[N:25][CH:26]=1)[CH2:14][CH2:15][CH2:16][CH2:17][CH2:18][CH2:19][CH3:20].C1CCC(N=C=NC2CCCCC2)CC1>C(Cl)Cl.CN(C1C=CN=CC=1)C>[O:1]1[C:5]2[CH:6]=[CH:7][C:8]([C:10]([O:12][C:30]3[CH:29]=[CH:28][C:27]([C:24]4[N:23]=[CH:22][C:21]([CH2:13][CH2:14][CH2:15][CH2:16][CH2:17][CH2:18][CH2:19][CH3:20])=[CH:26][N:25]=4)=[CH:32][CH:31]=3)=[O:11])=[CH:9][C:4]=2[O:3][CH2:2]1. The product is O1COC2=C1C=CC(=C2)C(=O)OC2=CC=C(C=C2)C2=NC=C(C=N2)CCCCCCCC (4-(5-octylpyrimidin-2-yl)phenyl benzo[1,3]dioxole-5-carboxylate). Reagents/catalysts: CN(C)C=1C=CN=CC1 (DMAP). The reactants are C(C(=O)Cl)(=O)Cl (oxalyl chloride), C(C1=CC=CC=C1)OC1=CC(=C(C=C1)CC(=O)O)OC (2-(4-benzyloxy-2-methoxyphenyl)acetic acid). Reagents/catalysts: CN(C)C=O (DMF). Run in C(Cl)Cl (methylene chloride). Run at time 1 hour. Yields the product C(C1=CC=CC=C1)OC1=CC(=C(C=C1)CC(=O)Cl)OC (2-(4-benzyloxy-2-methoxyphenyl)acetyl chloride). As a reaction SMILES: [CH2:1]([O:8][C:9]1[CH:14]=[CH:13][C:12]([CH2:15][C:16](O)=[O:17])=[C:11]([O:19][CH3:20])[CH:10]=1)[C:2]1[CH:7]=[CH:6][CH:5]=[CH:4][CH:3]=1.C(Cl)(=O)C([Cl:24])=O>CN(C=O)C.C(Cl)Cl>[CH2:1]([O:8][C:9]1[CH:14]=[CH:13][C:12]([CH2:15][C:16]([Cl:24])=[O:17])=[C:11]([O:19][CH3:20])[CH:10]=1)[C:2]1[CH:7]=[CH:6][CH:5]=[CH:4][CH:3]=1. Reported procedure: Using a similar procedure to that described in the portion of Example 17 that is concerned with the preparation of starting materials, 2-(4-benzyloxy-2-methoxyphenyl)acetic acid (0.1 g) was reacted with oxalyl chloride (0.093 ml) and DMF (3 drops) in methylene chloride (5 ml). The reaction mixture was stirred at ambient temperature for 1 hour. The mixture was evaporated to give 2-(4-benzyloxy-2-methoxyphenyl)acetyl chloride. A mixture of the material so obtained, 3-amino-4,5-dimethylisoxazole (0... Reactants: [Li+].C[Si](C)(C)[N-][Si](C)(C)C (LiHMDS), FC(OCCCC(=O)N)(F)F (4-(trifluoromethoxy)butanamide), ClC(=O)OC(=C)C (isopropenyl chloroformate). Solvent: C1CCOC1 (THF), C1CCOC1 (THF). Run at time 0.5 hour. Yields the product FC(OCCCC(=O)NC(OC(=C)C)=O)(F)F (prop-1-en-2-yl (4-(trifluoromethoxy)butanoyl)carbamate). The yield is 100.0%. Reaction SMILES: [F:1][C:2]([F:11])([F:10])[O:3][CH2:4][CH2:5][CH2:6][C:7]([NH2:9])=[O:8].[Li+].C[Si]([N-][Si](C)(C)C)(C)C.Cl[C:23]([O:25][C:26]([CH3:28])=[CH2:27])=[O:24]>C1COCC1>[F:1][C:2]([F:10])([F:11])[O:3][CH2:4][CH2:5][CH2:6][C:7]([NH:9][C:23](=[O:24])[O:25][C:26]([CH3:28])=[CH2:27])=[O:8] |f:1.2|. Reported procedure: A −78° C. mixture of 4-(trifluoromethoxy)butanamide (175 mg, 1.023 mmol) in THF (5 mL) was treated drop wise with LiHMDS (1.0M in THF, 1.33 mL, 1.33 mmol), stirred for 0.5 h, then treated drop wise with a solution of isopropenyl chloroformate (0.129 mL, 1.176 mmol) in THF (1 mL). The mixture was allowed to warm to RT, treated with satd. NaHCO3 and extracted with EtOAc (3×). The combined organics were dried over Na2SO4 and concentrated to afford prop-1-en-2-yl (4-(trifluoromethoxy)butanoyl)carbam... Reactants: [OH-].[Na+] (Sodium hydroxide), COC([C@H]1N(CCC1)C([C@H]1N(CSC1)C(=O)OCC1=CC=CC=C1)=O)=O (N-(benzyloxycarbonyl)-L-thioprolyl-L-proline methyl ester). Solvent: CO (methanol). Run at time 4 hour. The product is C(C1=CC=CC=C1)OC(=O)N1[C@H](C(=O)N2[C@H](C(=O)O)CCC2)CSC1 (N-(Benzyloxycarbonyl)-L-thioprolyl-L-proline). Yield: 56.7%. Reaction SMILES: [OH-].[Na+].C[O:4][C:5](=[O:28])[C@@H:6]1[CH2:10][CH2:9][CH2:8][N:7]1[C:11](=[O:27])[C@@H:12]1[CH2:16][S:15][CH2:14][N:13]1[C:17]([O:19][CH2:20][C:21]1[CH:26]=[CH:25][CH:24]=[CH:23][CH:22]=1)=[O:18]>CO>[CH2:20]([O:19][C:17]([N:13]1[CH2:14][S:15][CH2:16][C@H:12]1[C:11]([N:7]1[CH2:8][CH2:9][CH2:10][C@H:6]1[C:5]([OH:28])=[O:4])=[O:27])=[O:18])[C:21]1[CH:22]=[CH:23][CH:24]=[CH:25][CH:26]=1 |f:0.1|. Procedure: 1N Sodium hydroxide (45 ml) was dropwise added to a methanol solution (120 ml) of N-(benzyloxycarbonyl)-L-thioprolyl-L-proline methyl ester (11.84 g) under ice-cooling, and the mixture was stirred at room temperature for 4 hours. The reaction mixture was concentrated and the residue was dissolved in water. The aqueous solution was acidified with concentrated hydrochloric acid under ice-cooling and extracted with chloroform. The extract was washed with water and concentrated to give the title com... Reactants: NC1C(=O)N(CCOCc2ccccc2)c2ccccc2-c2ccccc21, CC(O)(C(=O)O)C(=O)NCC(F)(F)F. RXN SMILES: [NH2:1][CH:2]1[c:3]2[c:4]([cH:24][cH:25][cH:26][cH:27]2)-[c:5]2[c:6]([cH:20][cH:21][cH:22][cH:23]2)[N:7]([CH2:10][CH2:11][O:12][CH2:13][c:14]2[cH:15][cH:16][cH:17][cH:18][cH:19]2)[C:8]1=[O:9].[OH:28][C:29]([C:30](=[O:31])[OH:32])([C:33](=[O:34])[NH:35][CH2:36][C:37]([F:38])([F:39])[F:40])[CH3:41]>>[NH:1]([CH:2]1[c:3]2[c:4]([cH:24][cH:25][cH:26][cH:27]2)-[c:5]2[c:6]([cH:20][cH:21][cH:22][cH:23]2)[N:7]([CH2:10][CH2:11][O:12][CH2:13][c:14]2[cH:15][cH:16][cH:17][cH:18][cH:19]2)[C:8]1=[O:9])[C:30]([C:29]([OH:28])([C:33](=[O:34])[NH:35][CH2:36][C:37]([F:38])([F:39])[F:40])[CH3:41])=[O:31]. The product is CC(O)(C(=O)NCC(F)(F)F)C(=O)NC1C(=O)N(CCOCc2ccccc2)c2ccccc2-c2ccccc21. Starting materials: COC(=O)C=1C(=NC2=C(C=C(C=C2C1C1=CC=CC=C1)CC)C)Cl (2-Chloro-6-ethyl-8-methyl-4-phenyl-quinoline-3-carboxylic acid methyl ester), CC1NCCC1 (2-methylpyrrolidine). The product is C(C)C=1C=C2C(=C(C(=NC2=C(C1)C)N1C(CCC1)C)C(=O)O)C1=CC=CC=C1 (6-Ethyl-8-methyl-2-(2-methyl-pyrrolidin-1-yl)-4-phenyl-quinoline-3-carboxylic acid). Reaction SMILES: C[O:2][C:3]([C:5]1[C:6](Cl)=[N:7][C:8]2[C:13]([C:14]=1[C:15]1[CH:20]=[CH:19][CH:18]=[CH:17][CH:16]=1)=[CH:12][C:11]([CH2:21][CH3:22])=[CH:10][C:9]=2[CH3:23])=[O:4].[CH3:25][CH:26]1[CH2:30][CH2:29][CH2:28][NH:27]1>>[CH2:21]([C:11]1[CH:12]=[C:13]2[C:8](=[C:9]([CH3:23])[CH:10]=1)[N:7]=[C:6]([N:27]1[CH2:28][CH2:29][CH2:30][CH:26]1[CH3:25])[C:5]([C:3]([OH:2])=[O:4])=[C:14]2[C:15]1[CH:20]=[CH:19][CH:18]=[CH:17][CH:16]=1)[CH3:22]. Procedure details: The title compound was prepared in analogy to example 54 step F from 2-chloro-6-ethyl-8-methyl-4-phenyl-quinoline-3-carboxylic acid methyl ester (prepared as described in example 54 step E) and 2-methylpyrrolidine. Light brown solid. MS (ESI): 375.3 (M+H)+.